Task: describe an organic reaction: reactants, conditions, products, and yield. Dataset: the Open Reaction Database (ORD), a public repository of structured organic reaction records Reactants: CC(C)n1cc(Nc2nc(Br)cn3ccnc23)cn1, C1COCCO1, ClCCl, [Na+], [Na+], O=C([O-])[O-], O, c1ccc(P(c2ccccc2)(c2ccccc2)[Pd](P(c2ccccc2)(c2ccccc2)c2ccccc2)(P(c2ccccc2)(c2ccccc2)c2ccccc2)P(c2ccccc2)(c2ccccc2)c2ccccc2)cc1, OB(O)c1ccc2cn[nH]c2c1. The product is CC(C)n1cc(Nc2nc(-c3ccc4cn[nH]c4c3)cn3ccnc23)cn1. As a reaction SMILES: [Br:1][c:2]1[n:3][c:4]([NH:11][c:12]2[cH:13][n:14][n:15]([CH:17]([CH3:18])[CH3:19])[cH:16]2)[c:5]2[n:6]([cH:7]1)[cH:8][cH:9][n:10]2.[CH2:38]1[O:39][CH2:40][CH2:41][O:42][CH2:43]1.[CH2:44]([Cl:45])[Cl:46].[Na+:32].[Na+:33].[O-:34][C:35](=[O:36])[O-:37].[OH2:47].[cH:48]1[cH:49][cH:50][c:51]([P:52]([Pd:53]([P:54]([c:55]2[cH:56][cH:57][cH:58][cH:59][cH:60]2)([c:61]2[cH:62][cH:63][cH:64][cH:65][cH:66]2)[c:67]2[cH:68][cH:69][cH:70][cH:71][cH:72]2)([P:73]([c:74]2[cH:75][cH:76][cH:77][cH:78][cH:79]2)([c:80]2[cH:81][cH:82][cH:83][cH:84][cH:85]2)[c:86]2[cH:87][cH:88][cH:89][cH:90][cH:91]2)[P:92]([c:93]2[cH:94][cH:95][cH:96][cH:97][cH:98]2)([c:99]2[cH:100][cH:101][cH:102][cH:103][cH:104]2)[c:105]2[cH:106][cH:107][cH:108][cH:109][cH:110]2)([c:111]2[cH:112][cH:113][cH:114][cH:115][cH:116]2)[c:117]2[cH:118][cH:119][cH:120][cH:121][cH:122]2)[cH:123][cH:124]1.[nH:20]1[n:21][cH:22][c:23]2[cH:24][cH:25][c:26]([B:29]([OH:30])[OH:31])[cH:27][c:28]12>>[c:2]1(-[c:26]2[cH:25][cH:24][c:23]3[cH:22][n:21][nH:20][c:28]3[cH:27]2)[n:3][c:4]([NH:11][c:12]2[cH:13][n:14][n:15]([CH:17]([CH3:18])[CH3:19])[cH:16]2)[c:5]2[n:6]([cH:7]1)[cH:8][cH:9][n:10]2. The reactants are O=C([O-])O, CS(C)=O, COc1ccc(CBr)cc1OC, [K+], O. Product: COc1ccc(C=O)cc1OC. RXN SMILES: [C:17](=[O:18])([O-:19])[OH:20].[CH3:13][S:14]([CH3:15])=[O:16].[CH3:1][O:2][c:3]1[cH:4][c:5]([CH2:6][Br:7])[cH:8][cH:9][c:10]1[O:11][CH3:12].[K+:21].[OH2:22]>>[CH3:1][O:2][c:3]1[cH:4][c:5]([CH:6]=[O:16])[cH:8][cH:9][c:10]1[O:11][CH3:12]. The reactants are BrC1=C(C=C(C#N)C=C1)C (4-bromo-3-methyl-benzonitrile), [H-].[Al+3].[Li+].[H-].[H-].[H-] (lithium aluminum hydride). Solvent: C(C)OCC (diethyl ether), C(C)OCC (diethyl ether). Run at temperature 40 celsius, time 2 hour. The product is BrC1=C(C=C(CN)C=C1)C (4-bromo-3-methyl-benzylamine). As a reaction SMILES: [Br:1][C:2]1[CH:9]=[CH:8][C:5]([C:6]#[N:7])=[CH:4][C:3]=1[CH3:10].[H-].[Al+3].[Li+].[H-].[H-].[H-]>C(OCC)C>[Br:1][C:2]1[CH:9]=[CH:8][C:5]([CH2:6][NH2:7])=[CH:4][C:3]=1[CH3:10] |f:1.2.3.4.5.6|. Procedure details: To a solution of 4-bromo-3-methyl-benzonitrile (commercially available) (15 g) in diethyl ether (150 ml) under an argon atmosphere was added a solution of lithium aluminum hydride in diethyl ether (1M) (150 ml) at ambient temperature. The reaction mixture was stirred at 40° C. for 2 hours. Then the reaction mixture was cooled to 0° C. and quenched by successive addition of water (10.5 ml), aqueous sodium hydroxide (20% w/v) (7.5 ml) and water (37.5 ml). The phases were separated. The organic pha... Starting materials: FC1=C(C(O)C2=CC=C(C=C2)SC2=CC=C(S2)C2(CCOCC2)OC)C=CC(=C1)F (4-[5-(4-(2,4-difluoro-alpha-hydroxybenzyl)phenylthio)thien-2-yl]-4-methoxytetrahydropyran), [Cr](=O)(=O)([O-])Cl.[NH+]1=CC=CC=C1 (pyridinium chlorochromate). The product is FC1=C(C(=O)C2=CC=C(C=C2)SC2=CC=C(S2)C2(CCOCC2)OC)C=CC(=C1)F (4-[5-(4-(2,4-difluorobenzoyl)phenylthio)thien-2-yl]-4-methoxytetrahydropyran). The yield is 71.0%. As a reaction SMILES: [F:1][C:2]1[CH:29]=[C:28]([F:30])[CH:27]=[CH:26][C:3]=1[CH:4]([C:6]1[CH:11]=[CH:10][C:9]([S:12][C:13]2[S:17][C:16]([C:18]3([O:24][CH3:25])[CH2:23][CH2:22][O:21][CH2:20][CH2:19]3)=[CH:15][CH:14]=2)=[CH:8][CH:7]=1)[OH:5].[Cr](Cl)([O-])(=O)=O.[NH+]1C=CC=CC=1>>[F:1][C:2]1[CH:29]=[C:28]([F:30])[CH:27]=[CH:26][C:3]=1[C:4]([C:6]1[CH:7]=[CH:8][C:9]([S:12][C:13]2[S:17][C:16]([C:18]3([O:24][CH3:25])[CH2:19][CH2:20][O:21][CH2:22][CH2:23]3)=[CH:15][CH:14]=2)=[CH:10][CH:11]=1)=[O:5] |f:1.2|. Reported procedure: Using the procedure described in Example 18, 4-[5-(4-(2,4-difluoro-alpha-hydroxybenzyl)phenylthio)thien-2-yl]-4-methoxytetrahydropyran was reacted with pyridinium chlorochromate to give 4-[5-(4-(2,4-difluorobenzoyl)phenylthio)thien-2-yl]-4-methoxytetrahydropyran in 71% yield, as an oil. Starting materials: CC(=O)C1=CC=C(C=C1)OCC=C (4-allyloxyacetophenone), COC=1C=C(C=O)C=C(C1)OC (3,5-dimethoxy-benzaldehyde). Reaction conditions: time 18 hour. Yields the product COC=1C=C(C=C(C1)OC)C=CC(=O)C1=CC=C(C=C1)OCC=C (3,5-dimethoxy-4′-prop-2-enyloxychalcone). Isolated yield 91.3%. As a reaction SMILES: [CH3:1][C:2]([C:4]1[CH:9]=[CH:8][C:7]([O:10][CH2:11][CH:12]=[CH2:13])=[CH:6][CH:5]=1)=[O:3].[CH3:14][O:15][C:16]1[CH:17]=[C:18]([CH:21]=[C:22]([O:24][CH3:25])[CH:23]=1)[CH:19]=O>>[CH3:25][O:24][C:22]1[CH:21]=[C:18]([CH:19]=[CH:1][C:2]([C:4]2[CH:9]=[CH:8][C:7]([O:10][CH2:11][CH:12]=[CH2:13])=[CH:6][CH:5]=2)=[O:3])[CH:17]=[C:16]([O:15][CH3:14])[CH:23]=1. Procedure details: 1.76 g (10 mmol) of 4-allyloxyacetophenone and 1.66 g (10 mmol) of 3,5-dimethoxy-benzaldehyde were dissolved in 10 ml of dry freshly distilled ethanol under an inert atmosphere (argon), and the solution was admixed with 100 mg of sodium hydroxide and left under stirring for 18 h. The reaction mixture was filtered to give 2.96 g (99%) of 3,5-dimethoxy-4′-prop-2-enyloxychalcone which was recrystallized from methanol, m.p. 88.5-90° C. Starting materials: CC(=O)O[BH-](OC(C)=O)OC(C)=O, CCNC(=O)Nc1ccc(-c2nc3c(c(N4CCOCC4CC)n2)CCNC3)cc1, CN(C)C=O, [Na+], O=C1COC1. The product is CCNC(=O)Nc1ccc(-c2nc3c(c(N4CCOCC4CC)n2)CCN(C2COC2)C3)cc1. As a reaction SMILES: [C:41]([O:42][BH-:43]([O:44][C:45](=[O:46])[CH3:47])[O:48][C:49](=[O:50])[CH3:51])(=[O:52])[CH3:53].[CH2:1]([CH3:2])[NH:3][C:4](=[O:5])[NH:6][c:7]1[cH:8][cH:9][c:10](-[c:13]2[n:14][c:15]([N:23]3[CH:24]([CH2:29][CH3:30])[CH2:25][O:26][CH2:27][CH2:28]3)[c:16]3[c:17]([n:18]2)[CH2:19][NH:20][CH2:21][CH2:22]3)[cH:11][cH:12]1.[CH3:31][N:32]([CH3:33])[CH:34]=[O:35].[Na+:54].[O:36]1[CH2:37][C:38](=[O:40])[CH2:39]1>>[CH2:1]([CH3:2])[NH:3][C:4](=[O:5])[NH:6][c:7]1[cH:8][cH:9][c:10](-[c:13]2[n:14][c:15]([N:23]3[CH:24]([CH2:29][CH3:30])[CH2:25][O:26][CH2:27][CH2:28]3)[c:16]3[c:17]([n:18]2)[CH2:19][N:20]([CH:38]2[CH2:37][O:36][CH2:39]2)[CH2:21][CH2:22]3)[cH:11][cH:12]1. The reactants are NC=1C=CC(=C(C1)C#CC=1C=C(C=CC1)NC(OC(C)(C)C)=O)NC(=O)OC(C)(C)C (tert-butyl [3-({5-amino-2-[(tert-butoxycarbonyl)amino]phenyl}ethynyl)phenyl]carbamate). The reagents and catalysts are [Pd] (palladium on carbon). Run in CO (methanol). Run at time 3 hour. The product is NC=1C=CC(=C(C1)CCC=1C=C(C=CC1)NC(OC(C)(C)C)=O)NC(=O)OC(C)(C)C (tert-Butyl [3-(2-{5-amino-2-[(tert-butoxycarbonyl)amino]phenyl}ethyl)phenyl]carbamate). The yield is 87.7%. As a reaction SMILES: [NH2:1][C:2]1[CH:3]=[CH:4][C:5]([NH:24][C:25]([O:27][C:28]([CH3:31])([CH3:30])[CH3:29])=[O:26])=[C:6]([C:8]#[C:9][C:10]2[CH:11]=[C:12]([NH:16][C:17](=[O:23])[O:18][C:19]([CH3:22])([CH3:21])[CH3:20])[CH:13]=[CH:14][CH:15]=2)[CH:7]=1>[Pd].CO>[NH2:1][C:2]1[CH:3]=[CH:4][C:5]([NH:24][C:25]([O:27][C:28]([CH3:31])([CH3:30])[CH3:29])=[O:26])=[C:6]([CH2:8][CH2:9][C:10]2[CH:11]=[C:12]([NH:16][C:17](=[O:23])[O:18][C:19]([CH3:22])([CH3:21])[CH3:20])[CH:13]=[CH:14][CH:15]=2)[CH:7]=1. Procedure: Into the reaction flask was added tert-butyl [3-({5-amino-2-[(tert-butoxycarbonyl)amino]phenyl}ethynyl)phenyl]carbamate (1.0 g, 2.4 mmol), 50 mL of methanol, and 10% palladium on carbon (0.10 g, 0.097 mmol). The reaction mixture was hydrogenated at 25 psi for 3 h. The mixture was filtered and concentrated to give the desired product (0.9 g, 89%). LCMS for C24H33NaN3O4 (M+Na)+: m/z=450.2